The task is: describe an organic reaction: reactants, conditions, products, and yield. This data is from the Open Reaction Database (ORD), a public repository of structured organic reaction records. The reactants are C(C)(C)N1CCC(CC1)C=1C=CC(NN1)=O (6-(1-Isopropylpiperidin-4-yl)pyridazin-3-on), O=P(Cl)(Cl)Cl (POCl3). Run at temperature 60 celsius. Yields the product Cl.ClC=1N=NC(=CC1)C1CCN(CC1)C(C)C (3-Chloro-6-(1-isopropylpiperidin-4-yl)pyridazine, hydrochloride). The yield is 88.0%. RXN SMILES: [CH:1]([N:4]1[CH2:9][CH2:8][CH:7]([C:10]2[CH:11]=[CH:12][C:13](=O)[NH:14][N:15]=2)[CH2:6][CH2:5]1)([CH3:3])[CH3:2].O=P(Cl)(Cl)[Cl:19]>>[ClH:19].[Cl:19][C:13]1[N:14]=[N:15][C:10]([CH:7]2[CH2:8][CH2:9][N:4]([CH:1]([CH3:3])[CH3:2])[CH2:5][CH2:6]2)=[CH:11][CH:12]=1 |f:2.3|. Reported procedure: 6-(1-Isopropylpiperidin-4-yl)pyridazin-3-on (5.76 g, 26 mmol) was added to POCl3 (50 mL) and the reaction mixture was heated for 2 hours at 60° C. The excess of POCl3 was evaporated in vacuo and ethanol (96%) was added under an exothermic reaction. The reaction mixture was cooled and a precipitate was obtained. The product was filtered off after drying in vacuo and 6.34 g (88%) white crystals were isolated. Starting materials: C(C)(=O)O[BH-](OC(C)=O)OC(C)=O.[Na+] (sodium triacetoxyborohydride), FC1=CC=C(N)C=C1 (4-fluoroaniline), C(C)(=O)O[BH-](OC(C)=O)OC(C)=O.[Na+] (sodium triacetoxyborohydride), FC1=CC=C(N)C=C1 (4-Fluoroaniline), COC=1C=C(C=CC1N1C=NC(=C1)C)NC=1SC(=CN1)C=O (2-[3-methoxy-4-(4-methyl-imidazol-1-yl)-phenylamino]-thiazole-5-carbaldehyde), [OH-].[Na+] (NaOH). Solvent: C(C)(=O)O (acetic acid), C(C)(=O)O (acetic acid), O1CCCC1 (tetrahydrofurane). Conditions: time 10 minute. The product is FC1=CC=C(C=C1)NCC1=CN=C(S1)NC1=CC(=C(C=C1)N1C=NC(=C1)C)OC ({5-[(4-Fluoro-phenylamino)-methyl]-thiazol-2-yl}-[3-methoxy-4-(4-methyl-imidazol-1-yl)-phenyl]-amine). RXN SMILES: [F:1][C:2]1[CH:8]=[CH:7][C:5]([NH2:6])=[CH:4][CH:3]=1.[CH3:9][O:10][C:11]1[CH:12]=[C:13]([NH:23][C:24]2[S:25][C:26]([CH:29]=O)=[CH:27][N:28]=2)[CH:14]=[CH:15][C:16]=1[N:17]1[CH:21]=[C:20]([CH3:22])[N:19]=[CH:18]1.C(O[BH-](OC(=O)C)OC(=O)C)(=O)C.[Na+].[OH-].[Na+]>O1CCCC1.C(O)(=O)C>[F:1][C:2]1[CH:8]=[CH:7][C:5]([NH:6][CH2:29][C:26]2[S:25][C:24]([NH:23][C:13]3[CH:14]=[CH:15][C:16]([N:17]4[CH:21]=[C:20]([CH3:22])[N:19]=[CH:18]4)=[C:11]([O:10][CH3:9])[CH:12]=3)=[N:28][CH:27]=2)=[CH:4][CH:3]=1 |f:2.3,4.5|. Procedure: 21 mg (0.19 mmol) 4-Fluoroaniline was dissolved in tetrahydrofurane (1 ml). 65 mg (0.21 mmol) 2-[3-methoxy-4-(4-methyl-imidazol-1-yl)-phenylamino]-thiazole-5-carbaldehyde was added. The suspension was stirred at room temperature for 10 minutes. 133 mg (0.56 mmol) sodium triacetoxyborohydride and 23 mg (0.38 mmol) acetic acid were added and the reaction was stirred at room temperature over night. Since the reaction was not complete the same amount of 4-fluoroaniline, sodium triacetoxyborohydride ... Reactants: O=C([O-])O, CCC(CC)(c1ccc(C#CC2(O)CCCC2)c(C)c1)c1ccc(B2OC(C)(C)C(C)(C)O2)c(C)c1, ClCCl, [Na+], C[Si](C)(C)OS(=O)(=O)C(F)(F)F, Cc1cccc(C)n1. Product: CCC(CC)(c1ccc(C#CC2(O[Si](C)(C)C)CCCC2)c(C)c1)c1ccc(B2OC(C)(C)C(C)(C)O2)c(C)c1. As a reaction SMILES: [C:57](=[O:58])([OH:59])[O-:60].[CH2:9]([CH3:10])[C:11]([CH2:12][CH3:13])([c:14]1[cH:15][c:16]([CH3:29])[c:17]([B:20]2[O:21][C:22]([CH3:27])([CH3:28])[C:23]([CH3:25])([CH3:26])[O:24]2)[cH:18][cH:19]1)[c:30]1[cH:31][c:32]([CH3:44])[c:33]([C:36]#[C:37][C:38]2([OH:43])[CH2:39][CH2:40][CH2:41][CH2:42]2)[cH:34][cH:35]1.[Cl:62][CH2:63][Cl:64].[Na+:61].[S:45]([O:46][Si:53]([CH3:54])([CH3:55])[CH3:56])([C:47]([F:48])([F:49])[F:50])(=[O:51])=[O:52].[n:1]1[c:2]([CH3:3])[cH:4][cH:5][cH:6][c:7]1[CH3:8]>>[CH2:9]([CH3:10])[C:11]([CH2:12][CH3:13])([c:14]1[cH:15][c:16]([CH3:29])[c:17]([B:20]2[O:21][C:22]([CH3:27])([CH3:28])[C:23]([CH3:25])([CH3:26])[O:24]2)[cH:18][cH:19]1)[c:30]1[cH:31][c:32]([CH3:44])[c:33]([C:36]#[C:37][C:38]2([O:43][Si:53]([CH3:54])([CH3:55])[CH3:56])[CH2:39][CH2:40][CH2:41][CH2:42]2)[cH:34][cH:35]1.